From a dataset of the Open Reaction Database (ORD), a public repository of structured organic reaction records. describe an organic reaction: reactants, conditions, products, and yield The reactants are ClC=1C=CC=2N(C(C3=C(N(C2N1)CC)N=CC(=C3)CCl)=O)C (2-chloro-8-chloromethyl-5,11-dihydro-11-ethyl-5-methyl-6H-dipyrido[3,2-b:2',3'-e][1,4]diazepin-6-one), C1(O)=CC=C(O)C=C1 (hydroquinone). Yields the product ClC=1C=CC=2N(C(C3=C(N(C2N1)CC)N=CC(=C3)COC3=CC=C(C=C3)O)=O)C (2-chloro-5,11-dihydro-11-ethyl-8-(4-hydroxyphenyloxy)methyl-5-methyl-6H-dipyrido[3,2-b:2',3'-e][1,4]diazepin-6-one). Isolated yield 67.0%. RXN SMILES: [Cl:1][C:2]1[CH:3]=[CH:4][C:5]2[N:6]([CH3:22])[C:7](=[O:21])[C:8]3[CH:18]=[C:17]([CH2:19]Cl)[CH:16]=[N:15][C:9]=3[N:10]([CH2:13][CH3:14])[C:11]=2[N:12]=1.[C:23]1([CH:30]=[CH:29][C:27]([OH:28])=[CH:26][CH:25]=1)[OH:24]>>[Cl:1][C:2]1[CH:3]=[CH:4][C:5]2[N:6]([CH3:22])[C:7](=[O:21])[C:8]3[CH:18]=[C:17]([CH2:19][O:24][C:23]4[CH:30]=[CH:29][C:27]([OH:28])=[CH:26][CH:25]=4)[CH:16]=[N:15][C:9]=3[N:10]([CH2:13][CH3:14])[C:11]=2[N:12]=1. Procedure details: Using a procedure analogous to that described in Example 104, the title compound, m.p. 199°-200° C., was prepared from 2-chloro-8-chloromethyl-5,11-dihydro-11-ethyl-5-methyl-6H-dipyrido[3,2-b:2',3'-e][1,4]diazepin-6-one and hydroquinone. The yield was 67% of theory. Starting materials: Nc1ncnn2c(C3CCNCC3)cc(-c3ccc4cn(Cc5ccccc5)nc4c3)c12, C1CCOC1, CC(=O)Cl, CCN(C(C)C)C(C)C. Yields the product CC(=O)N1CCC(c2cc(-c3ccc4cn(Cc5ccccc5)nc4c3)c3c(N)ncnn23)CC1. As a reaction SMILES: [CH2:1]([c:2]1[cH:3][cH:4][cH:5][cH:6][cH:7]1)[n:8]1[n:9][c:10]2[cH:11][c:12](-[c:17]3[cH:18][c:19]([CH:27]4[CH2:28][CH2:29][NH:30][CH2:31][CH2:32]4)[n:20]4[n:21][cH:22][n:23][c:24]([NH2:26])[c:25]34)[cH:13][cH:14][c:15]2[cH:16]1.[CH2:46]1[O:47][CH2:48][CH2:49][CH2:50]1.[CH3:33][C:34]([Cl:35])=[O:36].[CH:37]([N:38]([CH2:39][CH3:40])[CH:41]([CH3:42])[CH3:43])([CH3:44])[CH3:45]>>[CH2:1]([c:2]1[cH:3][cH:4][cH:5][cH:6][cH:7]1)[n:8]1[n:9][c:10]2[cH:11][c:12](-[c:17]3[cH:18][c:19]([CH:27]4[CH2:28][CH2:29][N:30]([C:34]([CH3:33])=[O:36])[CH2:31][CH2:32]4)[n:20]4[n:21][cH:22][n:23][c:24]([NH2:26])[c:25]34)[cH:13][cH:14][c:15]2[cH:16]1. The reactants are C(C1=CC=CC=C1)N1C(=NC=2N=C(N3C(C12)=N[C@@H](C3)CC3=CC=CC=C3)Cl)C3CCCC3 ((R)-1,8-Dibenzyl-5-chloro-2-cyclopentyl-7,8-dihydro-1H-imidazo[2,1-i]purine), [OH-].[Na+] (sodium hydroxide). The solvent is O1CCOCC1 (1,4-dioxane). Run at temperature 70 celsius. Yields the product C(C1=CC=CC=C1)N1C(=NC=2NC(N3C(C12)=N[C@@H](C3)CC3=CC=CC=C3)=O)C3CCCC3 ((R)-1,8-dibenzyl-2-cyclopentyl-7,8-dihydro-1H-imidazo[2,1-i]purin-5(4H)-one). The yield is 90.0%. RXN SMILES: [CH2:1]([N:8]1[C:16]2[C:15]3=[N:17][C@H:18]([CH2:20][C:21]4[CH:26]=[CH:25][CH:24]=[CH:23][CH:22]=4)[CH2:19][N:14]3[C:13](Cl)=[N:12][C:11]=2[N:10]=[C:9]1[CH:28]1[CH2:32][CH2:31][CH2:30][CH2:29]1)[C:2]1[CH:7]=[CH:6][CH:5]=[CH:4][CH:3]=1.[OH-:33].[Na+]>O1CCOCC1>[CH2:1]([N:8]1[C:16]2[C:15]3=[N:17][C@H:18]([CH2:20][C:21]4[CH:26]=[CH:25][CH:24]=[CH:23][CH:22]=4)[CH2:19][N:14]3[C:13](=[O:33])[NH:12][C:11]=2[N:10]=[C:9]1[CH:28]1[CH2:32][CH2:31][CH2:30][CH2:29]1)[C:2]1[CH:7]=[CH:6][CH:5]=[CH:4][CH:3]=1 |f:1.2|. Reported procedure: Compound 66 (1.87 g, 4.21 mmol) obtained in Example 66 was dissolved in 1,4-dioxane (30 mL), to the solution was added 2 mol/L aqueous sodium hydroxide (15 mL), and the mixture was stirred with heating at 70° C. for 3 hours. The reaction solution was concentrated under reduced pressure, and then the residue was neutralized by addition of concentrated hydrochloric acid. The deposited crystals were collected by filtration, washed with water and dried to obtain (R)-1,8-dibenzyl-2-cyclopentyl-7,8-di... Reactants: C1=CC=C(C=C1)NC2=CC=C(C=C2)Br (4-bromodiphenylamine), B(C1=CC=C(C=C1)N(C2=CC=CC=C2)C3=CC=CC=C3)(O)O (triphenylamine-4-boronic acid), C1(=C(C=CC=C1)P(C1=C(C=CC=C1)C)C1=C(C=CC=C1)C)C (tri(o-tolyl)phosphine), C([O-])([O-])=O.[K+].[K+] (potassium carbonate). Reagents/catalysts: C(C)(=O)[O-].[Pd+2].C(C)(=O)[O-] (palladium(II) acetate). Solvent: C1(=CC=CC=C1)C (toluene), C(C)O (ethanol), C1(=CC=CC=C1)C (toluene). Run at temperature 100 celsius. Yields the product C1(=CC=CC=C1)NC1=CC=C(C=C1)C1=CC=C(N(C2=CC=CC=C2)C2=CC=CC=C2)C=C1 (N,N′,N′-triphenylbenzidine). RXN SMILES: [CH:1]1[CH:6]=[CH:5][C:4]([NH:7][C:8]2[CH:13]=[CH:12][C:11](Br)=[CH:10][CH:9]=2)=[CH:3][CH:2]=1.B(O)(O)[C:16]1[CH:21]=[CH:20][C:19]([N:22]([C:29]2[CH:34]=[CH:33][CH:32]=[CH:31][CH:30]=2)[C:23]2[CH:28]=[CH:27][CH:26]=[CH:25][CH:24]=2)=[CH:18][CH:17]=1.C1(C)C=CC=CC=1P(C1C=CC=CC=1C)C1C=CC=CC=1C.C(=O)([O-])[O-].[K+].[K+]>C1(C)C=CC=CC=1.C([O-])(=O)C.[Pd+2].C([O-])(=O)C.C(O)C>[C:4]1([NH:7][C:8]2[CH:13]=[CH:12][C:11]([C:32]3[CH:33]=[CH:34][C:29]([N:22]([C:23]4[CH:24]=[CH:25][CH:26]=[CH:27][CH:28]=4)[C:19]4[CH:20]=[CH:21][CH:16]=[CH:17][CH:18]=4)=[CH:30][CH:31]=3)=[CH:10][CH:9]=2)[CH:5]=[CH:6][CH:1]=[CH:2][CH:3]=1 |f:3.4.5,7.8.9|. Reported procedure: 4.3 g (17 mmol) of 4-bromodiphenylamine, 5 g (17 mmol) of triphenylamine-4-boronic acid, and 532 mg of tri(o-tolyl)phosphine were put into a 500 mL three-neck flask, and the atmosphere in the flask was substituted by nitrogen. 60 mL of toluene, 40 mL of ethanol, and 14 ml of a potassium carbonate aqueous solution (0.2 mol/L) were added into this mixture. The mixture was deaerated while being stirred under reduced pressure, and after deaeration, 75 mg (0.35 mmol) of palladium(II) acetate was adde... The product is CCOC(=O)c1nc2c(=O)[nH]c3cc(C(F)(F)F)ccc3n2c1CNc1ccc2c(c1)OCO2. As a reaction SMILES: [Br:1][CH2:2][c:3]1[c:4]([C:21](=[O:22])[O:23][CH2:24][CH3:25])[n:5][c:6]2[n:7]1[c:8]1[cH:9][cH:10][c:11]([C:17]([F:18])([F:19])[F:20])[cH:12][c:13]1[nH:14][c:15]2=[O:16].[CH2:26]1[O:27][c:28]2[cH:29][c:30]([NH2:31])[cH:32][cH:33][c:34]2[O:35]1.[CH3:36][C:37]#[N:38]>>[CH2:2]([c:3]1[c:4]([C:21](=[O:22])[O:23][CH2:24][CH3:25])[n:5][c:6]2[n:7]1[c:8]1[cH:9][cH:10][c:11]([C:17]([F:18])([F:19])[F:20])[cH:12][c:13]1[nH:14][c:15]2=[O:16])[NH:31][c:30]1[cH:29][c:28]2[c:34]([cH:33][cH:32]1)[O:35][CH2:26][O:27]2. Starting materials: CCOC(=O)c1nc2c(=O)[nH]c3cc(C(F)(F)F)ccc3n2c1CBr, Nc1ccc2c(c1)OCO2, CC#N. Reactants: CN1CCCC1=O, ClCCl, [Cu]I, CC1CN(c2ccc(C#N)cc2C(F)(F)F)CCN1S(=O)(=O)c1cccc(F)c1, [K+], [K+], O=C([O-])[O-], c1nc[nH]n1. The product is CC1CN(c2ccc(C#N)cc2C(F)(F)F)CCN1S(=O)(=O)c1cccc(-n2cncn2)c1. Reaction SMILES: [CH3:41][N:42]1[CH2:43][CH2:44][CH2:45][C:46]1=[O:47].[Cl:48][CH2:49][Cl:50].[Cu:51][I:52].[F:1][c:2]1[cH:3][c:4]([S:8](=[O:9])(=[O:10])[N:11]2[CH:12]([CH3:29])[CH2:13][N:14]([c:17]3[c:18]([C:25]([F:26])([F:27])[F:28])[cH:19][c:20]([C:21]#[N:22])[cH:23][cH:24]3)[CH2:15][CH2:16]2)[cH:5][cH:6][cH:7]1.[K+:35].[K+:36].[O-:37][C:38]([O-:39])=[O:40].[nH:30]1[n:31][cH:32][n:33][cH:34]1>>[c:2]1(-[n:30]2[n:31][cH:32][n:33][cH:34]2)[cH:3][c:4]([S:8](=[O:9])(=[O:10])[N:11]2[CH:12]([CH3:29])[CH2:13][N:14]([c:17]3[c:18]([C:25]([F:26])([F:27])[F:28])[cH:19][c:20]([C:21]#[N:22])[cH:23][cH:24]3)[CH2:15][CH2:16]2)[cH:5][cH:6][cH:7]1. Reactants: Boc-anhydride, Cl (HCl), COC=1C=C(C=CC1)OC1=CC=C(N)C=C1 (4-{[3-(methyloxy)phenyl]oxy}aniline), C(#N)C1=C(C=C(C=C1)OC1=CC=C(C=N1)NC(=O)[C@@H](CC)NC(OC(C)(C)C)=O)C(C)C (1,1-dimethylethyl ((1R)-1-{[(6-{[4-cyano-3-(1-methylethyl)phenyl]oxy}-3-pyridinyl)amino]carbonyl}propyl)carbamate). The reagents and catalysts are CN(C)C=1C=CN=CC1 (DMAP). Solvent: ClCCl (dichloromethane), CCOCC (Et2O), ClCCl (dichloromethane), C(Cl)Cl (DCM). Conditions: temperature 100 celsius, time 10 minute. Yields the product C(C)[C@@H]1C(N(C(N1)=O)C1=CC=C(C=C1)OC1=CC(=CC=C1)OC)=O ((5R)-5-ethyl-3-(4-{[3-(methyloxy)phenyl]oxy}phenyl)-2,4-imidazolidinedione). As a reaction SMILES: [CH3:1][O:2][C:3]1[CH:4]=[C:5]([O:9][C:10]2[CH:16]=[CH:15][C:13]([NH2:14])=[CH:12][CH:11]=2)[CH:6]=[CH:7][CH:8]=1.C(C1C=CC(OC2N=CC(N[C:33]([C@H:35]([NH:38][C:39](=O)[O:40]C(C)(C)C)[CH2:36][CH3:37])=[O:34])=CC=2)=CC=1C(C)C)#N.Cl>ClCCl.CN(C1C=CN=CC=1)C.CCOCC>[CH2:36]([C@H:35]1[NH:38][C:39](=[O:40])[N:14]([C:13]2[CH:15]=[CH:16][C:10]([O:9][C:5]3[CH:6]=[CH:7][CH:8]=[C:3]([O:2][CH3:1])[CH:4]=3)=[CH:11][CH:12]=2)[C:33]1=[O:34])[CH3:37]. Procedure details: To Boc-anhydride (138 mg, 0.631 mmol) in dichloromethane (1 mL) was added DMAP (55.1 mg, 0.451 mmol) followed by a solution of 4-{[3-(methyloxy)phenyl]oxy}aniline (97 mg, 0.451 mmol) in dichloromethane (1 mL). The mixture was stirred for 10 min. The brown solution thus obtained was added to Solution 1 via syringe with shaking at 35° C. and shaking was continued at this temperature for 2 hours. The solution was then kept at room temperature for ca. 64 hours. Conc. aq. HCl (ca. 0.8 mL) was added a... Starting materials: CC(C)(C)OC(=O)NC1CCC(c2cccc(F)c2F)Cn2c(C(O)C3CC3)cnc21, [H-], CI, [Na+], C1CCOC1. The product is COC(c1cnc2n1CC(c1cccc(F)c1F)CCC2NC(=O)OC(C)(C)C)C1CC1. RXN SMILES: [CH:3]1([CH:6]([c:7]2[cH:8][n:9][c:10]3[n:11]2[CH2:12][CH:13]([c:25]2[c:26]([F:32])[c:27]([F:31])[cH:28][cH:29][cH:30]2)[CH2:14][CH2:15][CH:16]3[NH:17][C:18]([O:19][C:20]([CH3:21])([CH3:22])[CH3:23])=[O:24])[OH:33])[CH2:4][CH2:5]1.[H-:34].[I:1][CH3:2].[Na+:35].[O:36]1[CH2:37][CH2:38][CH2:39][CH2:40]1>>[CH3:2][O:33][CH:6]([CH:3]1[CH2:4][CH2:5]1)[c:7]1[cH:8][n:9][c:10]2[n:11]1[CH2:12][CH:13]([c:25]1[c:26]([F:32])[c:27]([F:31])[cH:28][cH:29][cH:30]1)[CH2:14][CH2:15][CH:16]2[NH:17][C:18]([O:19][C:20]([CH3:21])([CH3:22])[CH3:23])=[O:24].